Dataset: the Open Reaction Database (ORD), a public repository of structured organic reaction records. Task: describe an organic reaction: reactants, conditions, products, and yield Reaction SMILES: [Br:29][N:30]1[C:31]([CH3:32])([CH3:33])[C:34](=[O:35])[N:36]([Br:37])[C:38]1=[O:39].[C:45]([OH:46])(=[O:47])[CH3:48].[NH2:1][c:2]1[n:3][cH:4][n:5][n:6]2[c:7]1[cH:8][cH:9][c:10]2-[c:11]1[n:12][c:13]([CH:16]2[CH2:17][CH2:18][N:19]([C:22](=[O:23])[O:24][C:25]([CH3:26])([CH3:27])[CH3:28])[CH2:20][CH2:21]2)[s:14][cH:15]1.[O:40]=[CH:41][N:42]([CH3:43])[CH3:44]>>[NH2:1][c:2]1[n:3][cH:4][n:5][n:6]2[c:7]1[c:8]([Br:29])[cH:9][c:10]2-[c:11]1[n:12][c:13]([CH:16]2[CH2:17][CH2:18][N:19]([C:22](=[O:23])[O:24][C:25]([CH3:26])([CH3:27])[CH3:28])[CH2:20][CH2:21]2)[s:14][cH:15]1. Starting materials: CC1(C)C(=O)N(Br)C(=O)N1Br, CC(=O)O, CC(C)(C)OC(=O)N1CCC(c2nc(-c3ccc4c(N)ncnn34)cs2)CC1, CN(C)C=O. Yields the product CC(C)(C)OC(=O)N1CCC(c2nc(-c3cc(Br)c4c(N)ncnn34)cs2)CC1. The reactants are CCOC(=O)c1c(NC(=O)C2C(C)(C)C2(C)C)sc2c1CCCC2, CCCN. The product is CCCNC(=O)c1c(NC(=O)C2C(C)(C)C2(C)C)sc2c1CCCC2. RXN SMILES: [CH3:1][C:2]1([CH3:24])[CH:3]([C:7](=[O:8])[NH:9][c:10]2[s:11][c:12]3[c:13]([c:14]2[C:15](=[O:16])[O:17][CH2:18][CH3:19])[CH2:20][CH2:21][CH2:22][CH2:23]3)[C:4]1([CH3:5])[CH3:6].[CH3:25][CH2:26][CH2:27][NH2:28]>>[CH3:1][C:2]1([CH3:24])[CH:3]([C:7](=[O:8])[NH:9][c:10]2[s:11][c:12]3[c:13]([c:14]2[C:15](=[O:16])[NH:28][CH2:27][CH2:26][CH3:25])[CH2:20][CH2:21][CH2:22][CH2:23]3)[C:4]1([CH3:5])[CH3:6]. Starting materials: [N+](=O)([O-])C1=CC2=C(NC(=N2)S(=O)C2=C(C=CC=C2)N(C)C)C=C1 (2-(5-Nitro-1H-benzimidazol-2-yl sulphinyl)-N,N-dimethylbenzenamine), CN(C1=C(C=C(C=C1)OC)S(=O)C1=NC2=C(N1)C=CC(=C2)C(=O)OC)C (Methyl 2-(2-dimethylamino-5-methoxyphenyl sulphinyl)-1H-benzimidazole-5-carboxylate). Reagents/catalysts: O=[Pt]=O (platinium oxide). Solvent: C(C)O (ethanol). Reaction conditions: time 3 day. Product: NC1=CC2=C(NC(=N2)S(=O)C2=C(C=CC=C2)N(C)C)C=C1 (2-(5-Amino-1H-benzimidazol-2-yl sulphinyl)-N,N-dimethyl benzenamine). Reaction SMILES: [N+:1]([C:4]1[CH:23]=[CH:22][C:7]2[NH:8][C:9]([S:11]([C:13]3[CH:18]=[CH:17][CH:16]=[CH:15][C:14]=3[N:19]([CH3:21])[CH3:20])=[O:12])=[N:10][C:6]=2[CH:5]=1)([O-])=O.CN(C)C1C=CC(OC)=CC=1S(C1NC2C=CC(C(OC)=O)=CC=2N=1)=O>C(O)C.O=[Pt]=O>[NH2:1][C:4]1[CH:23]=[CH:22][C:7]2[NH:8][C:9]([S:11]([C:13]3[CH:18]=[CH:17][CH:16]=[CH:15][C:14]=3[N:19]([CH3:20])[CH3:21])=[O:12])=[N:10][C:6]=2[CH:5]=1. Reported procedure: 2-(5-Nitro-1H-benzimidazol-2-yl sulphinyl)-N,N-dimethylbenzenamine (the product of Example 2 (c) (3g) was suspended in ethanol (300 ml), and hydrogenated at 1 atmosphere at room temperature, using platinium oxide as catalyst, for 3 days. Reactants: CC(C)(CCC)C1=CC=C(C=C1)O (4-(2-methylpentan-2-yl)phenol), ClC1=NC=C(C=C1)[N+](=O)[O-] (2-chloro-5-nitropyridine), C(=O)([O-])[O-].[K+].[K+] (K2CO3). Solvent: CS(=O)C (DMSO). Conditions: time 27 hour. Product: CC(C)(CCC)C1=CC=C(OC2=NC=C(C=C2)[N+](=O)[O-])C=C1 (2-(4-(2-methylpentan-2-yl)phenoxy)-5-nitropyridine). The yield is 100.0%. As a reaction SMILES: [CH3:1][C:2]([C:7]1[CH:12]=[CH:11][C:10]([OH:13])=[CH:9][CH:8]=1)([CH2:4][CH2:5][CH3:6])[CH3:3].Cl[C:15]1[CH:20]=[CH:19][C:18]([N+:21]([O-:23])=[O:22])=[CH:17][N:16]=1.C([O-])([O-])=O.[K+].[K+]>CS(C)=O>[CH3:1][C:2]([C:7]1[CH:8]=[CH:9][C:10]([O:13][C:15]2[CH:20]=[CH:19][C:18]([N+:21]([O-:23])=[O:22])=[CH:17][N:16]=2)=[CH:11][CH:12]=1)([CH2:4][CH2:5][CH3:6])[CH3:3] |f:2.3.4|. Procedure: Following procedure A, 4-(2-methylpentan-2-yl)phenol (52 mg, 0.29 mmol, 1.00 eq) and 2-chloro-5-nitropyridine (57 mg, 0.36 mmol, 1.23 eq) were dissolved in DMSO (6 mL). Anhydrous K2CO3 (66 mg, 0.48 mmol, 1.65 eq) was added and the reaction mixture was stirred at room temperature for 27 h. After extraction with Et2O, the crude product was purified by flash column chromatography (SiO2; EtOAc/petrolether 1:50) to afford the title compound as colourless solid (86 mg, 0.29 mmol, 98% yield). Rf=0.50 (... RXN SMILES: [CH2:1]([C:4]([CH2:11][O:12][CH3:13])([C:8]([OH:10])=O)[C:5]([OH:7])=O)[CH:2]=[CH2:3].C(Cl)(=O)[C:15](Cl)=[O:16].[CH:20]([N:23]([C:41]1[CH:46]=[CH:45][CH:44]=[CH:43][CH:42]=1)[C:24](=[O:40])[CH2:25][NH:26][C:27]1[CH:32]=[CH:31][CH:30]=[CH:29][C:28]=1[NH:33][C:34]1[CH:39]=[CH:38][CH:37]=[CH:36][CH:35]=1)([CH3:22])[CH3:21]>C(Cl)Cl.C1COCC1>[CH2:1]([C:4]1([CH2:11][O:12][CH3:13])[C:5](=[O:7])[N:26]([CH2:25][C:24]([N:23]([CH:20]([CH3:22])[CH3:21])[C:41]2[CH:46]=[CH:45][C:44]([O:16][CH3:15])=[CH:43][CH:42]=2)=[O:40])[C:27]2[CH:32]=[CH:31][CH:30]=[CH:29][C:28]=2[N:33]([C:34]2[CH:35]=[CH:36][CH:37]=[CH:38][CH:39]=2)[C:8]1=[O:10])[CH:2]=[CH2:3]. Procedure details: A solution of 1.0 mL (1.0 equiv, 0.005 mol) of diethyl allylmalonate in 15 mL of dry THF is cooled to 0° C. with an ice/water bath. 210 mg (1.05 equiv, 0.0052 mol) of solid NaH (60% in oil) is added and the mixture stirred for 20 min at 0° C. To the resulting solution is added dropwise 0.305 mL (1.05 equiv, 0.0052 mols) of methoxymethyl chloride at 0° C. The reaction is stirred at 0° C. for 20 min., allowed to warm to RT and stirred 16 h. the reaction mixture is filtered to remove solids and the... The reactants are C(C)(C)N(C(CNC1=C(C=CC=C1)NC1=CC=CC=C1)=O)C1=CC=CC=C1 (N-isopropyl-N-phenyl-2-(2-phenylamino-phenylamino)-acetamide), C(C=C)C(C(=O)O)(C(=O)O)COC (2-allyl-2-methoxymethyl malonic acid), C(C(=O)Cl)(=O)Cl (oxalyl chloride), ice water. Reaction conditions: time 2 hour. The yield is 67.7%. The product is C(C=C)C1(C(N(C2=C(N(C1=O)CC(=O)N(C1=CC=C(C=C1)OC)C(C)C)C=CC=C2)C2=CC=CC=C2)=O)COC (2-(3-allyl-2,4-dioxo-5-phenyl-3-methoxymethyl-2,3,4,5-tetrahydro-benzo[b][1,4]diazepin-1-yl)-N-isopropyl-N-(4-methoxy-phenyl)-acetamide). Solvent: C1CCOC1 (THF), C(Cl)Cl (CH2Cl2). Reactants: CCCCc1nc2ccc(C)cc2c(=O)n1Cc1ccc2c(ccn2Cc2ccccc2C(=O)OC)c1, CO, [Na+], [OH-]. Product: CCCCc1nc2ccc(C)cc2c(=O)n1Cc1ccc2c(ccn2Cc2ccccc2C(=O)O)c1. Reaction SMILES: [CH2:1]([CH2:2][CH2:3][CH3:4])[c:5]1[n:6][c:7]2[cH:8][cH:9][c:10]([CH3:37])[cH:11][c:12]2[c:13](=[O:36])[n:14]1[CH2:15][c:16]1[cH:17][c:18]2[cH:19][cH:20][n:21]([CH2:25][c:26]3[c:27]([C:32](=[O:33])[O:34][CH3:35])[cH:28][cH:29][cH:30][cH:31]3)[c:22]2[cH:23][cH:24]1.[CH3:40][OH:41].[Na+:39].[OH-:38]>>[CH2:1]([CH2:2][CH2:3][CH3:4])[c:5]1[n:6][c:7]2[cH:8][cH:9][c:10]([CH3:37])[cH:11][c:12]2[c:13](=[O:36])[n:14]1[CH2:15][c:16]1[cH:17][c:18]2[cH:19][cH:20][n:21]([CH2:25][c:26]3[c:27]([C:32](=[O:33])[OH:34])[cH:28][cH:29][cH:30][cH:31]3)[c:22]2[cH:23][cH:24]1. Starting materials: Br (hydrobromic acid), Cl.COC=1C=CC2=C(C1)[C@@H]1[C@H](N(CCC1)CCC)CO2 (trans-9-methoxy-4-propyl-1,2,3,4a,5,10b-hexahydro-4H-[1]-benzopyrano[3,4-b]pyridine hydrochloride). The product is OC=1C=CC2=C(C1)[C@@H]1[C@H](N(CCC1)CCC)CO2 (trans-9-hydroxy-4-propyl-1,2,3,4a,5,10b-hexahydro-4H-[1]-benzopyrano[3,4-b]pyridine). Reaction SMILES: Br.Cl.C[O:4][C:5]1[CH:6]=[CH:7][C:8]2[O:21][CH2:20][C@H:12]3[N:13]([CH2:17][CH2:18][CH3:19])[CH2:14][CH2:15][CH2:16][C@@H:11]3[C:9]=2[CH:10]=1>>[OH:4][C:5]1[CH:6]=[CH:7][C:8]2[O:21][CH2:20][C@H:12]3[N:13]([CH2:17][CH2:18][CH3:19])[CH2:14][CH2:15][CH2:16][C@@H:11]3[C:9]=2[CH:10]=1 |f:1.2|. Procedure: A mixture of 21.6 l of 47-49% hydrobromic acid and 2.27 kg of trans-9-methoxy-4-propyl-1,2,3,4a,5,10b-hexahydro-4H-[1]-benzopyrano[3,4-b]pyridine hydrochloride is stirred and heated at 105°-110° for 2 hours. Most of the hydrobromic acid is then removed by distillation (125°/3 mmHg), a solution of 10.5 l of methanol and 9.5 l of water is added and the suspension heated to 75°. The hot mixture is cautiously treated with 2.2 l of 4N sodium hydroxide solution to pH 8, cooled to 10° and filtered. The... The reactants are [BH4-], CC(C)(C)OC(=O)NC(Cc1cc(F)cc(F)c1)C(=O)CBr, [Na+]. Yields the product CC(C)(C)OC(=O)NC(Cc1cc(F)cc(F)c1)C(O)CBr. As a reaction SMILES: [BH4-:1].[Br:3][CH2:4][C:5]([CH:6]([CH2:7][c:8]1[cH:9][c:10]([F:15])[cH:11][c:12]([F:14])[cH:13]1)[NH:16][C:17]([O:18][C:19]([CH3:20])([CH3:21])[CH3:22])=[O:23])=[O:24].[Na+:2]>>[Br:3][CH2:4][CH:5]([CH:6]([CH2:7][c:8]1[cH:9][c:10]([F:15])[cH:11][c:12]([F:14])[cH:13]1)[NH:16][C:17]([O:18][C:19]([CH3:20])([CH3:21])[CH3:22])=[O:23])[OH:24]. Reactants: Cc1cc(-c2ccncn2)n[nH]1, CC#N, O=C1CCC(=O)N1Cl. Product: Cc1[nH]nc(-c2ccncn2)c1Cl. Reaction SMILES: [CH3:1][c:2]1[cH:3][c:4](-[c:7]2[n:8][cH:9][n:10][cH:11][cH:12]2)[n:5][nH:6]1.[CH3:21][C:22]#[N:23].[Cl:13][N:14]1[C:15](=[O:16])[CH2:17][CH2:18][C:19]1=[O:20]>>[CH3:1][c:2]1[c:3]([Cl:13])[c:4](-[c:7]2[n:8][cH:9][n:10][cH:11][cH:12]2)[n:5][nH:6]1. Starting materials: C(C)NC1=NN=C2C=3C=C(C(=NC3C=CN21)C2=CC=C(C=C2)C2(CCC2)NC(OC(C)(C)C)=O)C2=CC=CC=C2 (tert-butyl (1-{4-[3-(ethylamino)-9-phenyl[1,2,4]triazolo[3,4-f]-1,6-naphthyridin-8-yl]phenyl}cyclobutyl)carbamate), solution, Cl (HCl), CCOC(=O)C (EtOAc). The solvent is CO (MeOH), C(Cl)Cl (DCM). Yields the product Cl.Cl.C(C)NC1=NN=C2C=3C=C(C(=NC3C=CN21)C2=CC=C(C=C2)C2(CCC2)N)C2=CC=CC=C2 (1-{4-[3-(ethylamino)-9-phenyl[1,2,4]triazolo[3,4-f]-1,6-naphthyridin-8-yl]phenyl}cyclobutanamine dihydrochloride). As a reaction SMILES: [CH2:1]([NH:3][C:4]1[N:16]2[C:7]([C:8]3[CH:9]=[C:10]([C:35]4[CH:40]=[CH:39][CH:38]=[CH:37][CH:36]=4)[C:11]([C:17]4[CH:22]=[CH:21][C:20]([C:23]5([NH:27]C(=O)OC(C)(C)C)[CH2:26][CH2:25][CH2:24]5)=[CH:19][CH:18]=4)=[N:12][C:13]=3[CH:14]=[CH:15]2)=[N:6][N:5]=1)[CH3:2].[ClH:41].CCOC(C)=O>CO.C(Cl)Cl>[ClH:41].[ClH:41].[CH2:1]([NH:3][C:4]1[N:16]2[C:7]([C:8]3[CH:9]=[C:10]([C:35]4[CH:36]=[CH:37][CH:38]=[CH:39][CH:40]=4)[C:11]([C:17]4[CH:18]=[CH:19][C:20]([C:23]5([NH2:27])[CH2:24][CH2:25][CH2:26]5)=[CH:21][CH:22]=4)=[N:12][C:13]=3[CH:14]=[CH:15]2)=[N:6][N:5]=1)[CH3:2] |f:5.6.7|. Reported procedure: To a solution of 3-1 (108 mg, 0.202 mmol) in MeOH (2 mL) and DCM (5 mL) was added a 4N solution of HCl in EtOAc (5 mL, 20 mmol). The capped reaction mixture was permitted to stir at room temperature. After 4 hours the reaction mixture was concentrated in vacuo to give 1-{4-[3-(ethylamino)-9-phenyl[1,2,4]triazolo[3,4-f]-1,6-naphthyridin-8-yl]phenyl}cyclobutanamine dihydrochloride (3-2) as a yellow solid. HRMS (M+H)+: observed=435.2302, calculated=435.2292.